This data is from the Open Reaction Database (ORD), a public repository of structured organic reaction records. The task is: describe an organic reaction: reactants, conditions, products, and yield Reactants: CCCC[N+](CCCC)(CCCC)CCCC, Cc1cc(C#C[Si](C)(C)C)ccc1Nc1c(C(=O)NOCC2CC2)cc2[nH]cnc2c1F, [F-], C1CCOC1, O. Product: C#Cc1ccc(Nc2c(C(=O)NOCC3CC3)cc3[nH]cnc3c2F)c(C)c1. As a reaction SMILES: [CH2:34]([N+:35]([CH2:36][CH2:37][CH2:38][CH3:39])([CH2:40][CH2:41][CH2:42][CH3:43])[CH2:44][CH2:45][CH2:46][CH3:47])[CH2:48][CH2:49][CH3:50].[CH:1]1([CH2:4][O:5][NH:6][C:7](=[O:8])[c:9]2[cH:10][c:11]3[c:12]([n:13][cH:14][nH:15]3)[c:16]([F:32])[c:17]2[NH:18][c:19]2[c:20]([CH3:31])[cH:21][c:22]([C:25]#[C:26][Si:27]([CH3:28])([CH3:29])[CH3:30])[cH:23][cH:24]2)[CH2:2][CH2:3]1.[F-:33].[O:52]1[CH2:53][CH2:54][CH2:55][CH2:56]1.[OH2:51]>>[CH:1]1([CH2:4][O:5][NH:6][C:7](=[O:8])[c:9]2[cH:10][c:11]3[c:12]([n:13][cH:14][nH:15]3)[c:16]([F:32])[c:17]2[NH:18][c:19]2[c:20]([CH3:31])[cH:21][c:22]([C:25]#[CH:26])[cH:23][cH:24]2)[CH2:2][CH2:3]1. Starting materials: CC(C)(C)OC(=O)N1CCN(c2nc(C#N)c(C#N)nc2Cl)CC1, C1CCOC1, CC(C)[N-]C(C)C, CC(=O)O, [Li+], OCc1ccncc1. Product: CC(C)(C)OC(=O)N1CCN(c2nc(C#N)c(C#N)nc2OCc2ccncc2)CC1. RXN SMILES: [C:17]([CH3:18])([CH3:19])([CH3:20])[O:21][C:22](=[O:23])[N:24]1[CH2:25][CH2:26][N:27]([c:30]2[n:31][c:32]([C:39]#[N:40])[c:33]([C:37]#[N:38])[n:34][c:35]2[Cl:36])[CH2:28][CH2:29]1.[CH2:45]1[O:46][CH2:47][CH2:48][CH2:49]1.[CH3:10][CH:11]([N-:12][CH:13]([CH3:14])[CH3:15])[CH3:16].[CH3:41][C:42](=[O:43])[OH:44].[Li+:9].[n:1]1[cH:2][cH:3][c:4]([CH2:7][OH:8])[cH:5][cH:6]1>>[n:1]1[cH:2][cH:3][c:4]([CH2:7][O:8][c:35]2[c:30]([N:27]3[CH2:26][CH2:25][N:24]([C:22]([O:21][C:17]([CH3:18])([CH3:19])[CH3:20])=[O:23])[CH2:29][CH2:28]3)[n:31][c:32]([C:39]#[N:40])[c:33]([C:37]#[N:38])[n:34]2)[cH:5][cH:6]1. Starting materials: CO, OCC=Cc1ccccc1. The product is COC(c1ccccc1)C1CO1. As a reaction SMILES: [CH3:11][OH:12].[c:1]1([CH:7]=[CH:8][CH2:9][OH:10])[cH:2][cH:3][cH:4][cH:5][cH:6]1>>[c:1]1([CH:7]([CH:8]2[CH2:9][O:10]2)[O:12][CH3:11])[cH:2][cH:3][cH:4][cH:5][cH:6]1.